Dataset: the Open Reaction Database (ORD), a public repository of structured organic reaction records. Task: describe an organic reaction: reactants, conditions, products, and yield Reactants: COC1=CC(=CC=C1)OC2CCNCC2.Cl, C1=CC2=NN=C(N2C=C1Br)C(F)(F)F. The reagents and catalysts are CC(C)(C)[O-].[Na+], C1=CC=C(C=C1)P(C2=CC=CC=C2)C3=C(C4=CC=CC=C4C=C3)C5=C(C=CC6=CC=CC=C65)P(C7=CC=CC=C7)C8=CC=CC=C8, C1=CC=C(C=C1)/C=C/C(=O)/C=C/C2=CC=CC=C2.C1=CC=C(C=C1)/C=C/C(=O)/C=C/C2=CC=CC=C2.[Pd]. Solvent: CC1=CC=C(C=C1)C. Run at temperature 100 celsius. Product: COC1=CC(=CC=C1)OC2CCN(CC2)C3=CN4C(=NN=C4C(F)(F)F)C=C3. The yield is 30.5%. Reported procedure: 6-bromo-3-(trifluoromethyl)-[1,2,4]triazolo[4,3-a]pyridine (100 mg, 0.38 mmol), 4-(3-methoxyphenoxy)piperidine hydrochloride (110 mg, 0.45 mmol), rac-2,2'-Bis(diphenylphosphino)-1,1'-binaphthyl (17.56 mg, 0.03 mmol) and Sodium tert-butoxide (0.161 mL, 1.32 mmol) were suspended in xylenes (5 mL), then de-gassed and purged with nitrogen. Bis(dibenzylideneacetone)palladium (10.81 mg, 0.02 mmol) was added, and the mixture was sealed into a microwave tube. The reaction was heated to 100 °C for 20 min... Reactants: ice water, C([O-])([O-])=O.[K+].[K+] (potassium carbonate), ClC=1C=CC2=C(C(CCCN2C(C2=CN=C(C=C2)NC(C2=C(C=CC=C2)Cl)=O)=O)CCN)C1 (7-chloro-5-(2-aminoethyl)-1-[6-(2-chlorobenzoyl-amino)nicotinoyl]-2,3,4,5-tetrahydro-1H-benzazepine), C=O (formalin), C(#N)[BH3-].[Na+] (sodium cyanoborohydride). The solvent is C(C)(=O)O (acetic acid), CO (methanol). Reaction conditions: time 3 hour. The product is ClC=1C=CC2=C(C(CCCN2C(C2=CN=C(C=C2)NC(C2=C(C=CC=C2)Cl)=O)=O)CCN(C)C)C1 (7-chloro-5-(2-dimethylaminoethyl)-1-[6-(2-chlorobenzoylamino)nicotinoyl]-2,3,4,5-tetrahydro-1H-benzazepine). As a reaction SMILES: [Cl:1][C:2]1[CH:3]=[CH:4][C:5]2[N:11]([C:12](=[O:29])[C:13]3[CH:18]=[CH:17][C:16]([NH:19][C:20](=[O:28])[C:21]4[CH:26]=[CH:25][CH:24]=[CH:23][C:22]=4[Cl:27])=[N:15][CH:14]=3)[CH2:10][CH2:9][CH2:8][CH:7]([CH2:30][CH2:31]N)[C:6]=2[CH:33]=1.C=O.[C:36]([BH3-])#[N:37].[Na+].[C:40](=O)([O-])[O-].[K+].[K+]>CO.C(O)(=O)C>[Cl:1][C:2]1[CH:3]=[CH:4][C:5]2[N:11]([C:12](=[O:29])[C:13]3[CH:18]=[CH:17][C:16]([NH:19][C:20](=[O:28])[C:21]4[CH:26]=[CH:25][CH:24]=[CH:23][C:22]=4[Cl:27])=[N:15][CH:14]=3)[CH2:10][CH2:9][CH2:8][CH:7]([CH2:30][CH2:31][N:37]([CH3:36])[CH3:40])[C:6]=2[CH:33]=1 |f:2.3,4.5.6|. Reported procedure: To a solution of 7-chloro-5-(2-aminoethyl)-1-[6-(2-chlorobenzoyl-amino)nicotinoyl]-2,3,4,5-tetrahydro-1H-benzazepine (0.5 g) in methanol (20 ml) is added 37% formalin (1.4 ml), and thereto is added sodium cyanoborohydride (0.2 g), and further thereto is added with stirring acetic acid (0.9 ml) at 10° C., and the mixture is stirred at room temperature for 3 hours. The mixture is poured into ice-water, and the mixture is made basic with potassium carbonate, and the mixture is extracted with dichlo... Reactants: O=C(O)c1ccc(Cl)nc1Nc1ccc(Br)cc1F, C[Si](C)(C)C=[N+]=[N-], CO, c1ccccc1. RXN SMILES: [Br:1][c:2]1[cH:3][c:4]([F:19])[c:5]([NH:8][c:9]2[c:10]([C:11](=[O:12])[OH:13])[cH:14][cH:15][c:16]([Cl:18])[n:17]2)[cH:6][cH:7]1.[CH3:20][Si:21]([CH:22]=[N+:23]=[N-:24])([CH3:25])[CH3:26].[CH3:33][OH:34].[cH:27]1[cH:28][cH:29][cH:30][cH:31][cH:32]1>>[Br:1][c:2]1[cH:3][c:4]([F:19])[c:5]([NH:8][c:9]2[c:10]([C:11]([O:12][CH3:20])=[O:13])[cH:14][cH:15][c:16]([Cl:18])[n:17]2)[cH:6][cH:7]1. Product: COC(=O)c1ccc(Cl)nc1Nc1ccc(Br)cc1F. The reactants are [Na] (sodium), Cl.ClC=1C=C(C=CC1Cl)NN (3,4-dichlorophenylhydrazine hydrochloride), C(C=C)#N (acrylonitrile). Solvent: C(C)O (ethanol). Conditions: time 10 minute. Product: NC1=NN(CC1)C1=CC(=C(C=C1)Cl)Cl (3-Amino-1-(3,4-dichlorophenyl)-2-pyrazoline). As a reaction SMILES: [Na].Cl.[Cl:3][C:4]1[CH:5]=[C:6]([NH:11][NH2:12])[CH:7]=[CH:8][C:9]=1[Cl:10].[C:13](#[N:16])[CH:14]=[CH2:15]>C(O)C>[NH2:16][C:13]1[CH2:14][CH2:15][N:11]([C:6]2[CH:7]=[CH:8][C:9]([Cl:10])=[C:4]([Cl:3])[CH:5]=2)[N:12]=1 |f:1.2,^1:0|. Procedure details: A 2.8 g. amount of sodium metal is dissolved in 200 ml. of absolute ethanol, then 21.35 g. of 3,4-dichlorophenylhydrazine hydrochloride is added followed in 10 minutes by 5.5 g. of acrylonitrile. The reaction mixture is refluxed for 4 hours then most of the ethanol is removed in vacuo. Water is added to separate a solid. The solid is collected by filtration and dried. The solid is dissolved in methanol, treated with activated charcoal and filtered. The filtrate is evaporated to give a solid. The... Reactants: F[B-](F)(F)F, CC#N, Cl, Nc1cc(C(F)(F)F)cc2[nH]ccc12, [I-], O=N[O-], [Na+], [Na+], [Na+], O. The product is FC(F)(F)c1cc(I)c2cc[nH]c2c1. RXN SMILES: [B-:19]([F:20])([F:21])([F:22])[F:23].[CH3:29][C:30]#[N:31].[ClH:27].[F:1][C:2]([c:3]1[cH:4][c:5]([NH2:12])[c:6]2[cH:7][cH:8][nH:9][c:10]2[cH:11]1)([F:13])[F:14].[I-:26].[N:15]([O-:16])=[O:17].[Na+:18].[Na+:24].[Na+:25].[OH2:28]>>[F:1][C:2]([c:3]1[cH:4][c:5]([I:26])[c:6]2[cH:7][cH:8][nH:9][c:10]2[cH:11]1)([F:13])[F:14]. The reactants are C1(CCCC1)OC=1C=C(C=CC1OC)C1CCNCC1 (4-(3-cyclopentyloxy-4-methoxyphenyl)piperidine), N1=CC=CC=C1 (pyridine), ClC(=O)OC (methyl chloroformate). Solvent: C(Cl)Cl (CH2Cl2), C(Cl)Cl (CH2Cl2). Reaction conditions: time 1 hour. Yields the product COC(=O)N1CCC(CC1)C1=CC(=C(C=C1)OC)OC1CCCC1 (4-(3-cyclopentyloxy-4-methoxyphenyl)piperidine-1-carboxylic Acid Methyl Ester). Isolated yield 57.0%. RXN SMILES: [CH:1]1([O:6][C:7]2[CH:8]=[C:9]([CH:15]3[CH2:20][CH2:19][NH:18][CH2:17][CH2:16]3)[CH:10]=[CH:11][C:12]=2[O:13][CH3:14])[CH2:5][CH2:4][CH2:3][CH2:2]1.N1C=CC=CC=1.Cl[C:28]([O:30][CH3:31])=[O:29]>C(Cl)Cl>[CH3:31][O:30][C:28]([N:18]1[CH2:17][CH2:16][CH:15]([C:9]2[CH:10]=[CH:11][C:12]([O:13][CH3:14])=[C:7]([O:6][CH:1]3[CH2:5][CH2:4][CH2:3][CH2:2]3)[CH:8]=2)[CH2:20][CH2:19]1)=[O:29]. Procedure details: To a stirred solution of 4-(3-cyclopentyloxy-4-methoxyphenyl)piperidine (1.00 mmol, 0.275 g) and pyridine (1.65 mmol, 0.130 g; 133 μL) in dry CH2Cl2 (10 mL) at 0° C. was added methyl chloroformate (1.10 mmol, 0.104 g; 85 μL) dropwise over 5 minutes. The resulting solution was warmed to room temperature and stirred for 1 hour. The reaction was diluted with CH2Cl2 (70 mL) and extracted with water (70 mL). The aqueous phase was extracted with CH2Cl2 (70 mL), the combined organics washed with water ... Starting materials: CC(C)C[AlH]CC(C)C (DIBAL), C(C)OC(/C(=C/CC1CCCC1)/C=1SC(=CC1)S(=O)(=O)C)=O ((Z)-4-cyclopentyl-2-(5-methanesulfonyl-thiophen-2-yl)-but-2-enoic acid ethyl ester), CO (methanol). Solvent: C1CCOC1 (THF). Conditions: time 18 hour. The product is C1(CCCC1)C\C=C(\CO)/C=1SC(=CC1)S(=O)(=O)C ((Z)-4-Cyclopentyl-2-(5-methanesulfonyl-thiophen-2-yl)-but-2-en-1-ol). The yield is 104.4%. RXN SMILES: CC(C[AlH]CC(C)C)C.C([O:12][C:13](=O)/[C:14](/[C:22]1[S:23][C:24]([S:27]([CH3:30])(=[O:29])=[O:28])=[CH:25][CH:26]=1)=[CH:15]/[CH2:16][CH:17]1[CH2:21][CH2:20][CH2:19][CH2:18]1)C.CO>C1COCC1>[CH:17]1([CH2:16]/[CH:15]=[C:14](\[C:22]2[S:23][C:24]([S:27]([CH3:30])(=[O:29])=[O:28])=[CH:25][CH:26]=2)/[CH2:13][OH:12])[CH2:21][CH2:20][CH2:19][CH2:18]1. Procedure details: Add a solution of DIBAL (5.41 mL, 1.2 M in toluene, 6.48 mmol) dropwise over one h to a solution of (Z)-4-cyclopentyl-2-(5-methanesulfonyl-thiophen-2-yl)-but-2-enoic acid ethyl ester (939 mg, max. 2.59 mmol) in THF (5 mL) at to −78 ° C. Then allow the reaction mixture to warm slowly to r.t., and stir for 18 h. Add methanol (1.5 mL) at −78° C. and allow the reaction mixture to warm to r.t. Partition the residue between ethyl acetate (15 mL) and sodium potassium tartrate (15 mL). Then extract the ... The reactants are BrCCC(C)N1S(N(C2=C1C=CC=C2)C2=C(C=CC=C2)F)(=O)=O (1-(3-bromo-1-methylpropyl)-3-(2-fluorophenyl)-1,3-dihydro-2,1,3-benzothiadiazole 2,2-dioxide), CN (MeNH2). Product: FC1=C(C=CC=C1)N1S(N(C2=C1C=CC=C2)C(CCNC)C)(=O)=O (3-[3-(2-fluorophenyl)-2,2-dioxido-2,1,3-benzothiadiazol-1(3H)-yl]-N-methylbutan-1-amine). RXN SMILES: Br[CH2:2][CH2:3][CH:4]([N:6]1[C:10]2[CH:11]=[CH:12][CH:13]=[CH:14][C:9]=2[N:8]([C:15]2[CH:20]=[CH:19][CH:18]=[CH:17][C:16]=2[F:21])[S:7]1(=[O:23])=[O:22])[CH3:5].[CH3:24][NH2:25]>>[F:21][C:16]1[CH:17]=[CH:18][CH:19]=[CH:20][C:15]=1[N:8]1[C:9]2[CH:14]=[CH:13][CH:12]=[CH:11][C:10]=2[N:6]([CH:4]([CH3:5])[CH2:3][CH2:2][NH:25][CH3:24])[S:7]1(=[O:22])=[O:23]. Procedure details: 1-(3-bromo-1-methylpropyl)-3-(2-fluorophenyl)-1,3-dihydro-2,1,3-benzothiadiazole 2,2-dioxide (0.04 g, 0.09 mmol) was dissolved in 2 mL of MeNH2 solution (8M in EtOH). The solution was irradiated in a microwave cuvette at 100° C. for 3 minutes. The reaction mixture was concentrated then loaded directly onto silica gel and purified via Isco chromatography (Redisep, silica, gradient 0-10% 7M ammonia/MeOH solution in dichloromethane) to afford 44 mg of 3-[3-(2-fluorophenyl)-2,2-dioxido-2,1,3-benzoth... Reactants: CS(=O)(=O)NC1=CC=C(C(=O)O)C=C1 (4-methanesulfonylaminobenzoic acid), Cl.CC1=CC=C(C=C1)C(=O)C1CCNCC1 ((4-methylphenyl)(piperidin-4-yl)methanone hydrochloride). Yields the product CC1=CC=C(C(=O)C2CCN(CC2)C(=O)C2=CC=C(C=C2)NS(=O)(=O)C)C=C1 (N-{4-[4-(4-methylbenzoyl)piperidine-1-carbonyl]phenyl}methanesulfonamide). Yield: 14.6%. Reaction SMILES: [CH3:1][S:2]([NH:5][C:6]1[CH:14]=[CH:13][C:9]([C:10]([OH:12])=O)=[CH:8][CH:7]=1)(=[O:4])=[O:3].Cl.[CH3:16][C:17]1[CH:22]=[CH:21][C:20]([C:23]([CH:25]2[CH2:30][CH2:29][NH:28][CH2:27][CH2:26]2)=[O:24])=[CH:19][CH:18]=1>>[CH3:16][C:17]1[CH:18]=[CH:19][C:20]([C:23]([CH:25]2[CH2:26][CH2:27][N:28]([C:10]([C:9]3[CH:8]=[CH:7][C:6]([NH:5][S:2]([CH3:1])(=[O:3])=[O:4])=[CH:14][CH:13]=3)=[O:12])[CH2:29][CH2:30]2)=[O:24])=[CH:21][CH:22]=1 |f:1.2|. Reported procedure: Using 4-methanesulfonylaminobenzoic acid (136 mg) and (4-methylphenyl)(piperidin-4-yl)methanone hydrochloride (152 mg) and by the reaction and treatment in the same manner as in Example 86, the title compound (37 mg) was obtained.